This data is from the Open Reaction Database (ORD), a public repository of structured organic reaction records. The task is: describe an organic reaction: reactants, conditions, products, and yield The product is CN(C=O)Cc1csc2cncn12. RXN SMILES: [C:19](=[O:20])([O-:21])[O-:22].[CH3:1][C:2]([OH:3])=[O:4].[CH3:8][NH:9][CH2:10][c:11]1[n:12]2[c:13]([s:14][cH:15]1)[cH:16][n:17][cH:18]2.[CH:5]([OH:6])=[O:7].[Cl:26][CH2:27][Cl:28].[K+:23].[K+:24].[OH2:25]>>[CH:2](=[O:4])[N:9]([CH3:8])[CH2:10][c:11]1[n:12]2[c:13]([s:14][cH:15]1)[cH:16][n:17][cH:18]2. Reactants: O=C([O-])[O-], CC(=O)O, CNCc1csc2cncn12, O=CO, ClCCl, [K+], [K+], O. Product: CC(C)(C)CC(=O)NC1CCC(CCN2CCN(c3nccc4c3CCO4)CC2)CC1. Starting materials: CC(C)(C)CC(=O)O, Cl, Cl, Cl, NC1CCC(CCN2CCN(c3nccc4c3CCO4)CC2)CC1. As a reaction SMILES: [CH3:28][C:29]([CH2:30][C:31](=[O:32])[OH:33])([CH3:34])[CH3:35].[ClH:1].[ClH:2].[ClH:3].[O:4]1[CH2:5][CH2:6][c:7]2[c:8]([N:13]3[CH2:14][CH2:15][N:16]([CH2:19][CH2:20][CH:21]4[CH2:22][CH2:23][CH:24]([NH2:27])[CH2:25][CH2:26]4)[CH2:17][CH2:18]3)[n:9][cH:10][cH:11][c:12]21>>[O:4]1[CH2:5][CH2:6][c:7]2[c:8]([N:13]3[CH2:14][CH2:15][N:16]([CH2:19][CH2:20][CH:21]4[CH2:22][CH2:23][CH:24]([NH:27][C:31]([CH2:30][C:29]([CH3:28])([CH3:34])[CH3:35])=[O:32])[CH2:25][CH2:26]4)[CH2:17][CH2:18]3)[n:9][cH:10][cH:11][c:12]21. As a reaction SMILES: O.[OH-].[Li+].C([O:6][C:7]([C:9]1[C:13]([CH3:14])=[C:12]([CH3:15])[N:11]([C:16]2[C:25]3[C:20](=[CH:21][CH:22]=[CH:23][CH:24]=3)[N:19]=[CH:18][CH:17]=2)[CH:10]=1)=[O:8])C>O1CCCC1.O.Cl>[C:7]([C:9]1[C:13]([CH3:14])=[C:12]([CH3:15])[N:11]([C:16]2[C:25]3[C:20](=[CH:21][CH:22]=[CH:23][CH:24]=3)[N:19]=[CH:18][CH:17]=2)[CH:10]=1)([OH:8])=[O:6] |f:0.1.2|. Procedure: 1.89 g (45 mmol) of lithium hydroxide monohydrate are added at a temperature in the region of 20° C. to 1.3 g (4.42 mmol) of 3-ethoxycarbonyl-4,5-dimethyl-1-(quinol-4-yl)-1H-pyrrole dissolved in 50 mL of tetrahydrofuran and 50 mL of water. After stirring at reflux for 42 hours, the reaction mixture is concentrated virtually to dryness under reduced pressure (2.7 kPa) to give a residue that is taken up in 41 mL of 1N hydrochloric acid. After filtering off and drying the solid residue at ambient p... Yields the product C(=O)(O)C1=CN(C(=C1C)C)C1=CC=NC2=CC=CC=C12 (3-Carboxy-4,5-dimethyl-1-(quinol-4-yl)-1H-pyrrole). Run in O (water), Cl (hydrochloric acid), O1CCCC1 (tetrahydrofuran). Reactants: O.[OH-].[Li+] (lithium hydroxide monohydrate), C(C)OC(=O)C1=CN(C(=C1C)C)C1=CC=NC2=CC=CC=C12 (3-ethoxycarbonyl-4,5-dimethyl-1-(quinol-4-yl)-1H-pyrrole).